This data is from the Open Reaction Database (ORD), a public repository of structured organic reaction records. The task is: describe an organic reaction: reactants, conditions, products, and yield Starting materials: CC(O)=S, C=CCOC(=O)N1CC(OS(C)(=O)=O)CC1CCn1cncc1CO, CC(C)(C)[O-], [K+]. Product: C=CCOC(=O)N1CC(SC(C)=O)CC1CCn1cncc1CO. Reaction SMILES: [C:26]([CH3:27])(=[S:28])[OH:29].[CH2:1]([CH:2]=[CH2:3])[O:4][C:5](=[O:6])[N:7]1[CH:8]([CH2:17][CH2:18][n:19]2[cH:20][n:21][cH:22][c:23]2[CH2:24][OH:25])[CH2:9][CH:10]([O:12][S:13]([CH3:14])(=[O:15])=[O:16])[CH2:11]1.[CH3:30][C:31]([CH3:32])([O-:33])[CH3:34].[K+:35]>>[CH2:1]([CH:2]=[CH2:3])[O:4][C:5](=[O:6])[N:7]1[CH:8]([CH2:17][CH2:18][n:19]2[cH:20][n:21][cH:22][c:23]2[CH2:24][OH:25])[CH2:9][CH:10]([S:28][C:26]([CH3:27])=[O:29])[CH2:11]1. The reactants are BrC=1C=C(CO[Si](C)(C)C(C)(C)C)C=C(C1)COC ((3-bromo-5-methoxymethyl-benzyloxy)-tert-butyl-dimethylsilane), CN(C=O)C (dimethylformamide). Reagents/catalysts: C=1C=CC(=CC1)[P](C=2C=CC=CC2)(C=3C=CC=CC3)[Pd]([P](C=4C=CC=CC4)(C=5C=CC=CC5)C=6C=CC=CC6)([P](C=7C=CC=CC7)(C=8C=CC=CC8)C=9C=CC=CC9)[P](C=1C=CC=CC1)(C=1C=CC=CC1)C=1C=CC=CC1 (tetrakis(triphenylphosphine)palladium), [C-]#N.[Zn+2].[C-]#N (zinc cyanide). The solvent is C(C)OCC (diethyl ether). Reaction conditions: temperature 80 celsius. Yields the product [Si](C)(C)(C(C)(C)C)OCC=1C=C(C#N)C=C(C1)COC (3-(tert-butyl-dimethylsilanyloxymethyl)-5-methoxymethyl-benzonitrile). Yield: 79.0%. Reaction SMILES: Br[C:2]1[CH:3]=[C:4]([CH:14]=[C:15]([CH2:17][O:18][CH3:19])[CH:16]=1)[CH2:5][O:6][Si:7]([C:10]([CH3:13])([CH3:12])[CH3:11])([CH3:9])[CH3:8].[CH3:20][N:21](C)C=O>C(OCC)C.[C-]#N.[Zn+2].[C-]#N.C1C=CC([P]([Pd]([P](C2C=CC=CC=2)(C2C=CC=CC=2)C2C=CC=CC=2)([P](C2C=CC=CC=2)(C2C=CC=CC=2)C2C=CC=CC=2)[P](C2C=CC=CC=2)(C2C=CC=CC=2)C2C=CC=CC=2)(C2C=CC=CC=2)C2C=CC=CC=2)=CC=1>[Si:7]([O:6][CH2:5][C:4]1[CH:3]=[C:2]([CH:16]=[C:15]([CH2:17][O:18][CH3:19])[CH:14]=1)[C:20]#[N:21])([C:10]([CH3:13])([CH3:12])[CH3:11])([CH3:9])[CH3:8] |f:3.4.5,^1:38,40,59,78|. Procedure details: To a solution of (3-bromo-5-methoxymethyl-benzyloxy)-tert-butyl-dimethylsilane (2.1 g, 6.081 mmol) in dimethylformamide (10 mL) at room temperature was added zinc cyanide (428.4 mg, 3.649 mmol). The reaction mixture was degassed by passing argon through for 2 h before tetrakis(triphenylphosphine)palladium (422 mg, 0.365 mmol) was added. The reaction mixture was heated at 80° C. under argon for 8 h. The reaction mixture was taken up in diethyl ether and washed with ammonium hydroxide, brine and d... Reactants: CC(C)(C)OC(=O)COc1cccc2c1CCCC2NS(=O)(=O)c1ccc(F)c(Cl)c1, O=C([O-])[O-], CI, CC#N, [K+], [K+]. Product: CN(C1CCCc2c(OCC(=O)OC(C)(C)C)cccc21)S(=O)(=O)c1ccc(F)c(Cl)c1. As a reaction SMILES: [C:1]([CH3:2])([CH3:3])([CH3:4])[O:5][C:6]([CH2:7][O:8][c:9]1[cH:10][cH:11][cH:12][c:13]2[c:18]1[CH2:17][CH2:16][CH2:15][CH:14]2[NH:19][S:20](=[O:21])(=[O:22])[c:23]1[cH:24][c:25]([Cl:30])[c:26]([F:29])[cH:27][cH:28]1)=[O:31].[C:34](=[O:35])([O-:36])[O-:37].[CH3:32][I:33].[CH3:40][C:41]#[N:42].[K+:38].[K+:39]>>[C:1]([CH3:2])([CH3:3])([CH3:4])[O:5][C:6]([CH2:7][O:8][c:9]1[cH:10][cH:11][cH:12][c:13]2[c:18]1[CH2:17][CH2:16][CH2:15][CH:14]2[N:19]([S:20](=[O:21])(=[O:22])[c:23]1[cH:24][c:25]([Cl:30])[c:26]([F:29])[cH:27][cH:28]1)[CH3:34])=[O:31]. Starting materials: [Si](C)(C)(C(C)(C)C)OC/C(/C(=O)O)=C\C1=CC(=CC=C1)OC ((E)-2-((tert-butyldimethylsilyloxy)methyl)-3-(3-methoxyphenyl)acrylic acid), C(C)(C)(C)C=1C=C(N)C=CC1 (3-tert-butyl aniline). The product is [Si](C)(C)(C(C)(C)C)OCC(C(=O)NC1=CC(=CC=C1)C(C)(C)C)=C (2-((tert-butyldimethylsilyloxy)methyl)-N-(3-tert-butylphenyl) acrylamide). Reaction SMILES: [Si:1]([O:8][CH2:9]/[C:10](=[CH:14]\C1C=CC=C(OC)C=1)/[C:11](O)=[O:12])([C:4]([CH3:7])([CH3:6])[CH3:5])([CH3:3])[CH3:2].[C:23]([C:27]1[CH:28]=[C:29]([CH:31]=[CH:32][CH:33]=1)[NH2:30])([CH3:26])([CH3:25])[CH3:24]>>[Si:1]([O:8][CH2:9][C:10](=[CH2:14])[C:11]([NH:30][C:29]1[CH:31]=[CH:32][CH:33]=[C:27]([C:23]([CH3:26])([CH3:24])[CH3:25])[CH:28]=1)=[O:12])([C:4]([CH3:7])([CH3:6])[CH3:5])([CH3:2])[CH3:3]. Procedure details: The title compound was prepared as described in Example 10, Step 3, using (E)-2-((tert-butyldimethylsilyloxy)methyl)-3-(3-methoxyphenyl)acrylic acid and 3-tert-butyl aniline. LCMS, FA: Rt=2.51 min, [MH+ 348.0]. Starting materials: C(C)(=O)[O-].[Na+] (sodium acetate), C(C)OC(CC(=O)CBr)=O (4-bromoacetoacetic acid ethyl ester), CC1C(C(NC1)=S)C(=O)OC(C)C (isopropyl 4-methyl-2-thioxopyrrolidine-3-carboxylate). The solvent is C(C)O (ethanol). Reaction conditions: time 3.5 hour. The product is C(C)(C)OC(=O)C=1C(CN2C1SCC2=CC(=O)OCC)C (Ethyl (7-Isopropoxycarbonyl-6-methyl-2,3,5,6-tetrahydropyrrolo[2,1-b]thiazol-3-ylidene)acetate). Isolated yield 43.5%. RXN SMILES: [CH3:1][CH:2]1[CH2:6][NH:5][C:4](=[S:7])[CH:3]1[C:8]([O:10][CH:11]([CH3:13])[CH3:12])=[O:9].C([O-])(=O)C.[Na+].[CH2:19]([O:21][C:22](=[O:28])[CH2:23][C:24]([CH2:26]Br)=O)[CH3:20]>C(O)C>[CH:11]([O:10][C:8]([C:3]1[CH:2]([CH3:1])[CH2:6][N:5]2[C:24](=[CH:23][C:22]([O:21][CH2:19][CH3:20])=[O:28])[CH2:26][S:7][C:4]=12)=[O:9])([CH3:13])[CH3:12] |f:1.2|. Procedure: 4.9 g of isopropyl 4-methyl-2-thioxopyrrolidine-3-carboxylate was dissolved in 50 ml of ethanol and 3.0 g of anhydrous sodium acetate and 7.7 g of 4-bromoacetoacetic acid ethyl ester were added thereto. The obtained mixture was stirred at room temperature for 3.5 hours. The crystals thus precipitated were collected by filtration, washed with water and dried. After recrystallization from a mixture of chloroform and ethanol, 3.3 g of the title compound was obtained. Reactants: O=C1CCC(=O)N1Br, ClCCl, Cc1c(Cl)cccc1CCCO, O, c1ccc(P(c2ccccc2)c2ccccc2)cc1. Yields the product Cc1c(Cl)cccc1CCCBr. RXN SMILES: [Br:32][N:33]1[C:34](=[O:35])[CH2:36][CH2:37][C:38]1=[O:39].[CH2:41]([Cl:42])[Cl:43].[Cl:1][c:2]1[c:3]([CH3:12])[c:4]([CH2:8][CH2:9][CH2:10][OH:11])[cH:5][cH:6][cH:7]1.[OH2:40].[c:13]1([P:14]([c:15]2[cH:16][cH:17][cH:18][cH:19][cH:20]2)[c:21]2[cH:22][cH:23][cH:24][cH:25][cH:26]2)[cH:27][cH:28][cH:29][cH:30][cH:31]1>>[Cl:1][c:2]1[c:3]([CH3:12])[c:4]([CH2:8][CH2:9][CH2:10][Br:32])[cH:5][cH:6][cH:7]1. The reactants are C(C)OC(CCCOC1=C(C=C(C=C1)C)CC=1NC=CN1)=O (4-[2-(1-imidazolylmethyl)-4-methyl-phenoxy]butyric acid ethyl ester), N (ammonia). Run at time 6 hour. The product is N1C(=NC=C1)CC1=C(OCCCC(=O)N)C=CC(=C1)C (4-[2-(1-imidazolylmethyl)-4-methyl-phenoxy]butyramide). As a reaction SMILES: C([O:3][C:4](=O)[CH2:5][CH2:6][CH2:7][O:8][C:9]1[CH:14]=[CH:13][C:12]([CH3:15])=[CH:11][C:10]=1[CH2:16][C:17]1[NH:18][CH:19]=[CH:20][N:21]=1)C.[NH3:23]>>[NH:21]1[CH:20]=[CH:19][N:18]=[C:17]1[CH2:16][C:10]1[CH:11]=[C:12]([CH3:15])[CH:13]=[CH:14][C:9]=1[O:8][CH2:7][CH2:6][CH2:5][C:4]([NH2:23])=[O:3]. Procedure: A mixture of 4-[2-(1-imidazolylmethyl)-4-methyl-phenoxy]butyric acid ethyl ester (1.0 g) and 0.880 ammonia solution was stirred for 6 hours and allowed to stand for a further 36 hours. The solid was filtered off and crystallised from water to give 4-[2-(1-imidazolylmethyl)-4-methyl-phenoxy]butyramide (0.30 g), m.p. 114°-116° C. Found: C, 65.31, H, 7.23, N, 15.13. C15H19N3O2 requires: C, 65.91, H, 7.01, N, 15.37%. Starting materials: C1CCOC1, [Li+], CCOC(=O)CC1(CN)CC(C(=O)OC(C)(C)C)N(C(=O)OC(C)(C)C)C1, [OH-], O. Yields the product CC(C)(C)OC(=O)C1CC(CN)(CC(=O)O)CN1C(=O)OC(C)(C)C. As a reaction SMILES: [CH2:31]1[O:32][CH2:33][CH2:34][CH2:35]1.[Li+:28].[NH2:1][CH2:2][C:3]1([CH2:22][C:23](=[O:24])[O:25][CH2:26][CH3:27])[CH2:4][CH:5]([C:15](=[O:16])[O:17][C:18]([CH3:19])([CH3:20])[CH3:21])[N:6]([C:8](=[O:9])[O:10][C:11]([CH3:12])([CH3:13])[CH3:14])[CH2:7]1.[OH-:29].[OH2:30]>>[NH2:1][CH2:2][C:3]1([CH2:22][C:23](=[O:24])[OH:25])[CH2:4][CH:5]([C:15](=[O:16])[O:17][C:18]([CH3:19])([CH3:20])[CH3:21])[N:6]([C:8](=[O:9])[O:10][C:11]([CH3:12])([CH3:13])[CH3:14])[CH2:7]1. The reactants are CC(C)(C)OC(=O)Nc1ccc(Oc2ccc(CO)nc2)cc1, ClCCl, O=[Mn]=O. Yields the product CC(C)(C)OC(=O)Nc1ccc(Oc2ccc(C=O)nc2)cc1. RXN SMILES: [C:1]([CH3:2])([CH3:3])([CH3:4])[O:5][C:6]([NH:7][c:8]1[cH:9][cH:10][c:11]([O:14][c:15]2[cH:16][n:17][c:18]([CH2:21][OH:22])[cH:19][cH:20]2)[cH:12][cH:13]1)=[O:23].[Cl:24][CH2:25][Cl:26].[O:27]=[Mn:28]=[O:29]>>[C:1]([CH3:2])([CH3:3])([CH3:4])[O:5][C:6]([NH:7][c:8]1[cH:9][cH:10][c:11]([O:14][c:15]2[cH:16][n:17][c:18]([CH:21]=[O:22])[cH:19][cH:20]2)[cH:12][cH:13]1)=[O:23].